This data is from the Open Reaction Database (ORD), a public repository of structured organic reaction records. The task is: describe an organic reaction: reactants, conditions, products, and yield Reactants: IC1=C(N=C(N1)C1(COC1)C)C (5-iodo-4-methyl-2-(3-methyloxetan-3-yl)-1H-imidazole), CC=1N=C(NC1)C1COC1 (4-methyl-2-(oxetan-3-yl)-1H-imidazole), CC=1N=C(NC1)C1COC1 (4-methyl-2-(oxetan-3-yl)-1H-imidazole), CC=1N=C(NC1)C1(COC1)C (4-methyl-2-(3-methyloxetan-3-yl)-1H-imidazole). The product is IC1=C(N=C(N1)C1COC1)C (5-Iodo-4-methyl-2-(oxetan-3-yl)-1H-imidazole). As a reaction SMILES: [I:1][C:2]1[NH:6][C:5]([C:7]2(C)[CH2:10][O:9][CH2:8]2)=[N:4][C:3]=1[CH3:12].CC1N=C(C2COC2)NC=1.CC1N=C(C2(C)COC2)NC=1>>[I:1][C:2]1[NH:6][C:5]([CH:7]2[CH2:10][O:9][CH2:8]2)=[N:4][C:3]=1[CH3:12]. Procedure details: The title compound was prepared using standard chemical manipulations and procedures similar to those used for the preparation of compound 175.2, except 4-methyl-2-(oxetan-3-yl)-1H-imidazole (compound 180.1) was used in place of 4-methyl-2-(3-methyloxetan-3-yl)-1H-imidazole (compound 175.1). m/z (ES+) 265 (M+H)+. The reactants are C(C)(=O)O (acetic acid), C(=C)(C)C1=CC=C(C=C1)O (p-isopropenyl phenol), C(C)(=O)OC(C)=O (acetic acid anhydride). The reagents and catalysts are catalyst. The product is CC(=O)CC(=O)CC(=O)O (triacetate), C(=C)(C)C1=CC=C(C=C1)O (p-isopropenyl phenol). As a reaction SMILES: [C:1]([C:4]1[CH:9]=[CH:8][C:7]([OH:10])=[CH:6][CH:5]=1)([CH3:3])=[CH2:2].C([O:14][C:15](=[O:17])[CH3:16])(=O)C.C(O)(=[O:20])C>>[CH3:8][C:7]([CH2:6][C:5]([CH2:16][C:15]([OH:14])=[O:17])=[O:20])=[O:10].[C:1]([C:4]1[CH:9]=[CH:8][C:7]([OH:10])=[CH:6][CH:5]=1)([CH3:3])=[CH2:2]. Procedure details: 402 g (1.25 mols) of trimeric p-isopropenyl phenol are dissolved under nitrogen in 1500 g (14.5 mols) of acetic acid anhydride, followed by the addition of 25 g of the catalyst described in Example 1.1. The reaction begins with a slight heat effect under which the temperature of the reaction mixture rises to around 50° C and then falls again. When the temperature has fallen to around 30° C, the reaction mixture is heated very slowly until finally acetic acid distils off under normal pressure. Th... The reactants are ClC1=CC=C2C(=C1)NC(C21C(NC(CC1C1=CC(=CC=C1)Cl)=O)C1=C(C=CC(=C1)C#C[Si](C)(C)C)S(=O)(=O)C)=O (racemic (2′S,3R,4′S)-6-chloro-4′-(3-chlorophenyl)-2′-[2-methylsulfonyl-5-(2-trimethylsilanyl-ethynyl)-phenyl]spiro[3H-indole-3,3′-piperidine]-2,6′-dione), [F-].[K+] (KF). Solvent: CO (methanol). The product is ClC1=CC=C2C(=C1)NC(C21C(NC(CC1C1=CC(=CC=C1)Cl)=O)C1=C(C=CC(=C1)C#C)S(=O)(=O)C)=O (racemic (2′R,3R,4′S)-6-chloro-4′-(3-chlorophenyl)-2′-[5-ethynyl-2-methylsulfonyl-phenyl]spiro[3H-indole-3,3′-piperidine]-2,6′-dione). RXN SMILES: [Cl:1][C:2]1[CH:7]=[C:6]2[NH:8][C:9](=[O:40])[C:10]3([CH:15]([C:16]4[CH:21]=[CH:20][CH:19]=[C:18]([Cl:22])[CH:17]=4)[CH2:14][C:13](=[O:23])[NH:12][CH:11]3[C:24]3[CH:29]=[C:28]([C:30]#[C:31][Si](C)(C)C)[CH:27]=[CH:26][C:25]=3[S:36]([CH3:39])(=[O:38])=[O:37])[C:5]2=[CH:4][CH:3]=1.[F-].[K+]>CO>[Cl:1][C:2]1[CH:7]=[C:6]2[NH:8][C:9](=[O:40])[C:10]3([CH:15]([C:16]4[CH:21]=[CH:20][CH:19]=[C:18]([Cl:22])[CH:17]=4)[CH2:14][C:13](=[O:23])[NH:12][CH:11]3[C:24]3[CH:29]=[C:28]([C:30]#[CH:31])[CH:27]=[CH:26][C:25]=3[S:36]([CH3:39])(=[O:38])=[O:37])[C:5]2=[CH:4][CH:3]=1 |f:1.2|. Procedure: In a manner similar to the method described in example 214f, racemic (2′S,3R,4′S)-6-chloro-4′-(3-chlorophenyl)-2′-[2-methylsulfonyl-5-(2-trimethylsilanyl-ethynyl)-phenyl]spiro[3H-indole-3,3′-piperidine]-2,6′-dione reacted with KF in methanol to give the title compound. MS (M+H+) 539